From a dataset of the Open Reaction Database (ORD), a public repository of structured organic reaction records. describe an organic reaction: reactants, conditions, products, and yield Starting materials: O=C=O, CC(=O)OC(C)=O, [Na+], O=C([O-])O, O, Cc1nc(NC(=O)c2cccnc2)sc1CCO, O=[N+]([O-])O. The product is Cc1nc(NC(=O)c2cccnc2)sc1CCO[N+](=O)[O-]. Reaction SMILES: [C:35](=[O:36])=[O:37].[CH3:5][C:6]([O:7][C:8](=[O:9])[CH3:10])=[O:11].[Na+:34].[O-:30][C:31]([OH:32])=[O:33].[OH2:38].[OH:12][CH2:13][CH2:14][c:15]1[c:16]([CH3:29])[n:17][c:18]([NH:20][C:21]([c:22]2[cH:23][n:24][cH:25][cH:26][cH:27]2)=[O:28])[s:19]1.[OH:1][N+:2]([O-:3])=[O:4]>>[O:1]=[N+:2]([O-:3])[O:4][CH2:13][CH2:14][c:15]1[c:16]([CH3:29])[n:17][c:18]([NH:20][C:21]([c:22]2[cH:23][n:24][cH:25][cH:26][cH:27]2)=[O:28])[s:19]1. Reactants: CCCCBr, CC[N+](CC)(CC)Cc1ccccc1, Cc1ccccc1, [Cl-], [K+], [OH-], O, c1ccc2c(c1)[nH]c1ccccc12. Product: CCCCn1c2ccccc2c2ccccc21. Reaction SMILES: [CH2:16]([CH2:17][CH2:18][CH3:19])[Br:20].[CH2:29]([N+:30]([CH2:31][CH3:32])([CH2:33][CH3:34])[CH2:35][c:36]1[cH:37][cH:38][cH:39][cH:40][cH:41]1)[CH3:42].[CH3:21][c:22]1[cH:23][cH:24][cH:25][cH:26][cH:27]1.[Cl-:28].[K+:15].[OH-:14].[OH2:43].[cH:1]1[cH:2][cH:3][cH:4][c:5]2[c:6]3[cH:7][cH:8][cH:9][cH:10][c:11]3[nH:12][c:13]12>>[cH:1]1[cH:2][cH:3][cH:4][c:5]2[c:6]3[cH:7][cH:8][cH:9][cH:10][c:11]3[n:12]([CH2:16][CH2:17][CH2:18][CH3:19])[c:13]12. Procedure: The product from Step 1 (935 mg, 4.11 mmol) was taken up in CHCl3 (20 mL) and placed in a cool water bath. NaHCO3 (380 mg, 4.52 mmol) was added, followed by bromine (1.315 g, 8.23 mmol). After stirring for 2 h at room temperature, some starting material remained, so additional NaHCO3 (380 mg, 4.52 mmol) and bromine (1.315 g, 8.23 mmol) were added. After another 2 h at room temperature, the reaction was diluted with aqueous 10% Na2S2O3 and aqueous saturated NaHCO3 and extracted with CH2Cl2 (2×). ... Yields the product BrC1=CN=C(S1)C(C(=O)OC(C)(C)C)(C)C (tert-butyl 2-(5-bromo-1,3-thiazol-2-yl)-2-methylpropanoate). Reaction SMILES: [CH3:1][C:2]([C:11]1[S:12][CH:13]=[CH:14][N:15]=1)([CH3:10])[C:3]([O:5][C:6]([CH3:9])([CH3:8])[CH3:7])=[O:4].[Br:16]Br>C(Cl)(Cl)Cl.[O-]S([O-])(=S)=O.[Na+].[Na+].C([O-])(O)=O.[Na+]>[Br:16][C:13]1[S:12][C:11]([C:2]([CH3:1])([CH3:10])[C:3]([O:5][C:6]([CH3:7])([CH3:8])[CH3:9])=[O:4])=[N:15][CH:14]=1 |f:3.4.5,6.7|. Run at time 2 hour. Reactants: CC(C(=O)OC(C)(C)C)(C)C=1SC=CN1 (tert-butyl 2-methyl-2-(1,3-thiazol-2-yl)propanoate), BrBr (bromine), BrBr (bromine). Run in C(=O)(O)[O-].[Na+] (NaHCO3), C(Cl)(Cl)Cl (CHCl3), [O-]S(=O)(=S)[O-].[Na+].[Na+] (Na2S2O3), C(=O)(O)[O-].[Na+] (NaHCO3), C(=O)(O)[O-].[Na+] (NaHCO3). Yield: 82.0%. Starting materials: CC(C)(C)OC(=O)NC1(c2ccc3cc(O)ccc3c2)COC(C)(C)OC1, CC(C)(C)C1CCC(O)CC1. Product: CC(C)(C)OC(=O)NC1(c2ccc3cc(OC4CCC(C(C)(C)C)CC4)ccc3c2)COC(C)(C)OC1. As a reaction SMILES: [C:12]([CH3:13])([CH3:14])([CH3:15])[O:16][C:17]([NH:18][C:19]1([c:27]2[cH:28][c:29]3[cH:30][cH:31][c:32]([OH:37])[cH:33][c:34]3[cH:35][cH:36]2)[CH2:20][O:21][C:22]([CH3:25])([CH3:26])[O:23][CH2:24]1)=[O:38].[C:1]([CH3:2])([CH3:3])([CH3:4])[CH:5]1[CH2:6][CH2:7][CH:8]([OH:11])[CH2:9][CH2:10]1>>[C:1]([CH3:2])([CH3:3])([CH3:4])[CH:5]1[CH2:6][CH2:7][CH:8]([O:11][c:32]2[cH:31][cH:30][c:29]3[cH:28][c:27]([C:19]4([NH:18][C:17]([O:16][C:12]([CH3:13])([CH3:14])[CH3:15])=[O:38])[CH2:20][O:21][C:22]([CH3:25])([CH3:26])[O:23][CH2:24]4)[cH:36][cH:35][c:34]3[cH:33]2)[CH2:9][CH2:10]1. The reactants are OCCOC1=C(C=C(C(=O)OC)C=C1)C (methyl 4-(2-hydroxyethoxy)-3-methyl-benzoate), [OH-].[Na+] (NaOH), [OH-].[Na+] (NaOH). Run in O1CCOCC1 (dioxane). Run at temperature 70 celsius, time 22 hour. Product: OCCOC1=C(C=C(C(=O)O)C=C1)C (4-(2-hydroxyethoxy)-3-methyl-benzoic acid). Isolated yield 44.1%. Reaction SMILES: [OH:1][CH2:2][CH2:3][O:4][C:5]1[CH:14]=[CH:13][C:8]([C:9]([O:11]C)=[O:10])=[CH:7][C:6]=1[CH3:15].[OH-].[Na+]>O1CCOCC1>[OH:1][CH2:2][CH2:3][O:4][C:5]1[CH:14]=[CH:13][C:8]([C:9]([OH:11])=[O:10])=[CH:7][C:6]=1[CH3:15] |f:1.2|. Reported procedure: To a solution of methyl 4-(2-hydroxyethoxy)-3-methyl-benzoate (1.87 g, 8.9 mmol) in dioxane (16 mL) was added 1N NaOH (5 mL) and the reaction mixture was heated at 70° C. for 18 hours. 5M NaOH (0.5 ml) was added and the reaction was stirred at 70° C. for 22 hours. The reaction mixture was cooled and solvent was concentrated in vacuo and the crude residue was dissolved in water (20 mL) and extracted with ethyl acetate (2×20 mL). The aqueous layer was acidified with 1 M HCl solution and extracted ... Reactants: ClCCl, OC(c1ccccc1)c1cc2cc(Cl)ncc2[nH]1. Product: O=C(c1ccccc1)c1cc2cc(Cl)ncc2[nH]1. As a reaction SMILES: [CH2:19]([Cl:20])[Cl:21].[Cl:1][c:2]1[cH:3][c:4]2[c:5]([cH:6][n:7]1)[nH:8][c:9]([CH:11]([OH:12])[c:13]1[cH:14][cH:15][cH:16][cH:17][cH:18]1)[cH:10]2>>[Cl:1][c:2]1[cH:3][c:4]2[c:5]([cH:6][n:7]1)[nH:8][c:9]([C:11](=[O:12])[c:13]1[cH:14][cH:15][cH:16][cH:17][cH:18]1)[cH:10]2. The reactants are Cl (HCl), FC1=CC=C(C(=O)C2CCN(CC2)CC(=O)OCC)C=C1 (ethyl 2-(4-(4-Fluorobenzoyl)piperidin-1-yl)acetate), [OH-].[Na+] (sodium hydroxide). Solvent: C(C)O (ethanol), O (water). Run at time 24 hour. The product is FC1=CC=C(C(=O)C2CCN(CC2)CC(=O)O)C=C1 (2-(4-(4-Fluorobenzoyl)piperidin-1-yl)acetic acid). Isolated yield 99.9%. Reaction SMILES: [F:1][C:2]1[CH:21]=[CH:20][C:5]([C:6]([CH:8]2[CH2:13][CH2:12][N:11]([CH2:14][C:15]([O:17]CC)=[O:16])[CH2:10][CH2:9]2)=[O:7])=[CH:4][CH:3]=1.[OH-].[Na+].Cl>C(O)C.O>[F:1][C:2]1[CH:21]=[CH:20][C:5]([C:6]([CH:8]2[CH2:13][CH2:12][N:11]([CH2:14][C:15]([OH:17])=[O:16])[CH2:10][CH2:9]2)=[O:7])=[CH:4][CH:3]=1 |f:1.2|. Procedure details: To a solution of ethyl 2-(4-(4-Fluorobenzoyl)piperidin-1-yl)acetate (52.7 g, 180 mmol) in ethanol (300 mL) was added sodium hydroxide solution in water (1.8 M, 300 mL). The mixture was stirred at ambient temperature for 24 h then neutralized with HCl (37%) until pH 5˜7. The solvent was evaporated under reduced pressure, dissolved with methanol and methylene chloride, and filtered. The resulting solution was evaporated to give the title compound as a white solid (47.7 g, >99% yield). 1H NMR (400 ... Reactants: COCOc1ccc2[nH]c(=O)c(-c3nnn(Cc4cccc(OCc5ccc6ccccc6n5)c4)n3)cc2c1, CO, CCOC(C)=O, ClC(Cl)Cl, Cl, [Na+], O, O=C([O-])O. Yields the product O=c1[nH]c2ccc(O)cc2cc1-c1nnn(Cc2cccc(OCc3ccc4ccccc4n3)c2)n1. As a reaction SMILES: [CH3:1][O:2][CH2:3][O:4][c:5]1[cH:6][c:7]2[cH:8][c:9](-[c:16]3[n:17][n:18][n:19]([CH2:21][c:22]4[cH:23][c:24]([O:28][CH2:29][c:30]5[n:31][c:32]6[cH:33][cH:34][cH:35][cH:36][c:37]6[cH:38][cH:39]5)[cH:25][cH:26][cH:27]4)[n:20]3)[c:10](=[O:15])[nH:11][c:12]2[cH:13][cH:14]1.[CH3:47][OH:48].[CH3:53][CH2:54][O:55][C:56](=[O:57])[CH3:58].[CH:49]([Cl:50])([Cl:51])[Cl:52].[ClH:40].[Na+:42].[OH2:41].[OH:43][C:44](=[O:45])[O-:46]>>[OH:4][c:5]1[cH:6][c:7]2[cH:8][c:9](-[c:16]3[n:17][n:18][n:19]([CH2:21][c:22]4[cH:23][c:24]([O:28][CH2:29][c:30]5[n:31][c:32]6[cH:33][cH:34][cH:35][cH:36][c:37]6[cH:38][cH:39]5)[cH:25][cH:26][cH:27]4)[n:20]3)[c:10](=[O:15])[nH:11][c:12]2[cH:13][cH:14]1. Starting materials: CC(C)CCON=O, CC#N, Cl[Cu], Cl[Cu]Cl, Cl, COC(=O)COc1ncccc1Oc1cc(-n2c(=O)cc(C(F)(F)F)n(C)c2=O)c(F)cc1N. Yields the product COC(=O)COc1ncccc1Oc1cc(-n2c(=O)cc(C(F)(F)F)n(C)c2=O)c(F)cc1Cl. RXN SMILES: [CH3:1][CH:2]([CH2:3][CH2:4][O:5][N:6]=[O:7])[CH3:8].[CH3:49][C:50]#[N:51].[Cl:44][Cu:45].[Cl:46][Cu:47][Cl:48].[ClH:43].[NH2:9][c:10]1[c:11]([O:12][c:13]2[c:14]([O:19][CH2:20][C:21](=[O:22])[O:23][CH3:24])[n:15][cH:16][cH:17][cH:18]2)[cH:25][c:26](-[n:30]2[c:31](=[O:42])[n:32]([CH3:41])[c:33]([C:37]([F:38])([F:39])[F:40])[cH:34][c:35]2=[O:36])[c:27]([F:29])[cH:28]1>>[c:10]1([Cl:43])[c:11]([O:12][c:13]2[c:14]([O:19][CH2:20][C:21](=[O:22])[O:23][CH3:24])[n:15][cH:16][cH:17][cH:18]2)[cH:25][c:26](-[n:30]2[c:31](=[O:42])[n:32]([CH3:41])[c:33]([C:37]([F:38])([F:39])[F:40])[cH:34][c:35]2=[O:36])[c:27]([F:29])[cH:28]1. The reactants are O=C([O-])O, C=CCOc1c(C(=O)C2=CN3CCc4c([nH]c5ccc(OCC(=O)NCCCOCCOCCOCCCNCCCCC6SCC7NC(=O)NC76)cc45)C3(C(=O)OC)C(C(=O)OC)=C2)ccc(OCc2ccccc2)c1C, C1COCCN1, C1CCOC1, [Na+], O. Yields the product COC(=O)C1=CC(C(=O)c2ccc(OCc3ccccc3)c(C)c2O)=CN2CCc3c([nH]c4ccc(OCC(=O)NCCCOCCOCCOCCCNCCCCC5SCC6NC(=O)NC65)cc34)C12C(=O)OC. RXN SMILES: [C:85](=[O:86])([OH:87])[O-:88].[CH2:1]([CH:2]=[CH2:3])[O:4][c:5]1[c:6]([C:7](=[O:8])[C:9]2=[CH:10][N:11]3[CH2:12][CH2:13][c:14]4[c:15]([nH:27][c:28]5[cH:29][cH:30][c:31]([O:34][CH2:35][C:36]([NH:37][CH2:38][CH2:39][CH2:40][O:41][CH2:42][CH2:43][O:44][CH2:45][CH2:46][O:47][CH2:48][CH2:49][CH2:50][NH:51][CH2:52][CH2:53][CH2:54][CH2:55][CH:56]6[S:57][CH2:58][CH:59]7[NH:60][C:61](=[O:64])[NH:62][CH:63]67)=[O:65])[cH:32][c:33]45)[C:16]3([C:23](=[O:24])[O:25][CH3:26])[C:17]([C:19](=[O:20])[O:21][CH3:22])=[CH:18]2)[cH:66][cH:67][c:68]([O:71][CH2:72][c:73]2[cH:74][cH:75][cH:76][cH:77][cH:78]2)[c:69]1[CH3:70].[CH2:79]1[NH:80][CH2:81][CH2:82][O:83][CH2:84]1.[CH2:90]1[O:91][CH2:92][CH2:93][CH2:94]1.[Na+:89].[OH2:95]>>[OH:4][c:5]1[c:6]([C:7](=[O:8])[C:9]2=[CH:10][N:11]3[CH2:12][CH2:13][c:14]4[c:15]([nH:27][c:28]5[cH:29][cH:30][c:31]([O:34][CH2:35][C:36]([NH:37][CH2:38][CH2:39][CH2:40][O:41][CH2:42][CH2:43][O:44][CH2:45][CH2:46][O:47][CH2:48][CH2:49][CH2:50][NH:51][CH2:52][CH2:53][CH2:54][CH2:55][CH:56]6[S:57][CH2:58][CH:59]7[NH:60][C:61](=[O:64])[NH:62][CH:63]67)=[O:65])[cH:32][c:33]45)[C:16]3([C:23](=[O:24])[O:25][CH3:26])[C:17]([C:19](=[O:20])[O:21][CH3:22])=[CH:18]2)[cH:66][cH:67][c:68]([O:71][CH2:72][c:73]2[cH:74][cH:75][cH:76][cH:77][cH:78]2)[c:69]1[CH3:70].